Dataset: the Open Reaction Database (ORD), a public repository of structured organic reaction records. Task: describe an organic reaction: reactants, conditions, products, and yield Reactants: O=C([O-])O, Nc1ccc(C(F)(F)F)cn1, [O-][I+2]([O-])[O-], [I-], [K+], [K+], [Na+], O, O=S(=O)(O)O. The product is Nc1ncc(C(F)(F)F)cc1I. As a reaction SMILES: [C:19](=[O:20])([OH:21])[O-:22].[F:1][C:2]([c:3]1[cH:4][cH:5][c:6]([NH2:9])[n:7][cH:8]1)([F:10])[F:11].[I+2:12]([O-:13])([O-:14])[O-:15].[I-:18].[K+:16].[K+:17].[Na+:23].[OH2:29].[S:24](=[O:25])(=[O:26])([OH:27])[OH:28]>>[F:1][C:2]([c:3]1[cH:4][c:5]([I:12])[c:6]([NH2:9])[n:7][cH:8]1)([F:10])[F:11]. Reactants: steel, [Br-].COC=1C=C(C(C[N+]2=CC=CC3=CC=CC=C23)=O)C=CC1 (1-(3-methoxyphenacyl)quinolinium bromide), Cl.NO (hydroxylamine hydrochloride). Solvent: O (water). The product is COC=1C=C(C=CC1)C=1N=C2N(C3=CC=CC=C3C=C2)C1 (2-(3-Methoxyphenyl)-imidazo[1,2-a]quinoline). As a reaction SMILES: [Br-].[CH3:2][O:3][C:4]1[CH:5]=[C:6]([CH:20]=[CH:21][CH:22]=1)[C:7](=O)[CH2:8][N+:9]1[C:18]2[C:13](=[CH:14][CH:15]=[CH:16][CH:17]=2)[CH:12]=[CH:11][CH:10]=1.Cl.[NH2:24]O>O>[CH3:2][O:3][C:4]1[CH:5]=[C:6]([C:7]2[N:24]=[C:10]3[CH:11]=[CH:12][C:13]4[C:18](=[CH:17][CH:16]=[CH:15][CH:14]=4)[N:9]3[CH:8]=2)[CH:20]=[CH:21][CH:22]=1 |f:0.1,2.3|. Procedure details: In a steel bomb having an internal glass coating, 9.34 g. of 1-(3-methoxyphenacyl)quinolinium bromide is heated at 130° C. for 24 hours together with 2.17 g. of hydroxylamine hydrochloride dissolved in 39 ml. of water. After cooling, the resulting solid precipitate is boiled with 60 ml. of water and recovered by filtration. The solid product is suspended in 50 ml. of water and concentrated ammonium hydroxide is added to the suspension. The mixture is extracted with dichloromethane and the organi... Starting materials: Nc1cc(Cl)ccc1[N+](=O)[O-], Cl, [K+], [K+], O=C([O-])[O-], CN(C)C=O, O, OC1CCCNC1. The product is Nc1cc(N2CCCC(O)C2)ccc1[N+](=O)[O-]. As a reaction SMILES: [Cl:1][c:2]1[cH:3][cH:4][c:5]([N+:9](=[O:10])[O-:11])[c:6]([NH2:8])[cH:7]1.[ClH:12].[K+:20].[K+:21].[O-:22][C:23]([O-:24])=[O:25].[O:27]=[CH:28][N:29]([CH3:30])[CH3:31].[OH2:26].[OH:13][CH:14]1[CH2:15][NH:16][CH2:17][CH2:18][CH2:19]1>>[c:2]1([N:16]2[CH2:15][CH:14]([OH:13])[CH2:19][CH2:18][CH2:17]2)[cH:3][cH:4][c:5]([N+:9](=[O:10])[O-:11])[c:6]([NH2:8])[cH:7]1. The reactants are FC(C=1C=C(CBr)C=C(C1)C(F)(F)F)(F)F (3,5-bis(trifluoromethyl)benzyl bromide), O (water), C1(=CC=CC=C1)C1(OCCO1)CO ((2-Phenyl-[1,3]dioxolan-2-yl)methanol), [H-].[Na+] (sodium hydride). The solvent is CN(C)C=O (DMF), CN(C)C=O (DMF). Run at time 1 hour. Yields the product FC(C=1C=C(COCC2(OCCO2)C2=CC=CC=C2)C=C(C1)C(F)(F)F)(F)F (2-(3,5-bis(trifluoromethyl)benzyloxymethyl)-2-phenyl-[1,3]-dioxolane). The yield is 102.0%. Reaction SMILES: [C:1]1([C:7]2([CH2:12][OH:13])[O:11][CH2:10][CH2:9][O:8]2)[CH:6]=[CH:5][CH:4]=[CH:3][CH:2]=1.[H-].[Na+].[F:16][C:17]([F:31])([F:30])[C:18]1[CH:19]=[C:20]([CH:23]=[C:24]([C:26]([F:29])([F:28])[F:27])[CH:25]=1)[CH2:21]Br.O>CN(C=O)C>[F:16][C:17]([F:30])([F:31])[C:18]1[CH:19]=[C:20]([CH:23]=[C:24]([C:26]([F:29])([F:27])[F:28])[CH:25]=1)[CH2:21][O:13][CH2:12][C:7]1([C:1]2[CH:2]=[CH:3][CH:4]=[CH:5][CH:6]=2)[O:11][CH2:10][CH2:9][O:8]1 |f:1.2|. Procedure details: (2-Phenyl-[1,3]dioxolan-2-yl)methanol (14.82 g, 82 mmol) was dissolved in DMF (200 mL) and cooled with ice and sodium hydride (60% oily) (3.60 g, 90 mmol) was added thereto by dividing into two. The mixture was stirred for 1 hour under cooling with ice and for 2 hours at room temperature and then a solution of 3,5-bis(trifluoromethyl)benzyl bromide (16.5 mL, 90 mmol) in DMF (50 mL) was dropped thereinto during 30 minutes under cooling with ice. After the mixture was stirred for 2 hours under coo... Starting materials: CC(=O)O[BH-](OC(C)=O)OC(C)=O, CC(=O)O, CCOC(C)=O, CCCCCC, O=C(NC1CC1)c1cccc(C2=CCNCC2)n1, Cl, O=Cc1cc(C(F)(F)F)no1, [Na+], C1CCOC1. Yields the product O=C(NC1CC1)c1cccc(C2=CCN(Cc3cc(C(F)(F)F)no3)CC2)n1, Cl. RXN SMILES: [C:34]([O:35][BH-:36]([O:37][C:38](=[O:39])[CH3:40])[O:41][C:42](=[O:43])[CH3:44])(=[O:45])[CH3:46].[CH3:30][C:31](=[O:32])[OH:33].[CH3:54][CH2:55][O:56][C:57](=[O:58])[CH3:59].[CH3:60][CH2:61][CH2:62][CH2:63][CH2:64][CH3:65].[CH:1]1([NH:4][C:5]([c:6]2[cH:7][cH:8][cH:9][c:10]([C:12]3=[CH:17][CH2:16][NH:15][CH2:14][CH2:13]3)[n:11]2)=[O:18])[CH2:2][CH2:3]1.[ClH:48].[F:19][C:20]([c:21]1[n:22][o:23][c:24]([CH:26]=[O:27])[cH:25]1)([F:28])[F:29].[Na+:47].[O:49]1[CH2:50][CH2:51][CH2:52][CH2:53]1>>[CH:1]1([NH:4][C:5]([c:6]2[cH:7][cH:8][cH:9][c:10]([C:12]3=[CH:17][CH2:16][N:15]([CH2:26][c:24]4[o:23][n:22][c:21]([C:20]([F:19])([F:28])[F:29])[cH:25]4)[CH2:14][CH2:13]3)[n:11]2)=[O:18])[CH2:2][CH2:3]1.[ClH:48]. The reactants are CC(C)O, N#Cc1cccnc1Cl, O=C(O)C(F)(F)F, Cc1ccc(C(=O)Nc2cccc(C(C)C)c2)cc1N. Product: Cc1ccc(C(=O)Nc2cccc(C(C)C)c2)cc1Nc1ncccc1C#N. RXN SMILES: [CH:37]([OH:38])([CH3:39])[CH3:40].[Cl:1][c:2]1[c:3]([C:4]#[N:5])[cH:6][cH:7][cH:8][n:9]1.[F:30][C:31]([F:32])([F:33])[C:34]([OH:35])=[O:36].[NH2:10][c:11]1[cH:12][c:13]([C:14](=[O:15])[NH:16][c:17]2[cH:18][c:19]([CH:23]([CH3:24])[CH3:25])[cH:20][cH:21][cH:22]2)[cH:26][cH:27][c:28]1[CH3:29]>>[c:2]1([NH:10][c:11]2[cH:12][c:13]([C:14](=[O:15])[NH:16][c:17]3[cH:18][c:19]([CH:23]([CH3:24])[CH3:25])[cH:20][cH:21][cH:22]3)[cH:26][cH:27][c:28]2[CH3:29])[c:3]([C:4]#[N:5])[cH:6][cH:7][cH:8][n:9]1.